Dataset: the Open Reaction Database (ORD), a public repository of structured organic reaction records. Task: describe an organic reaction: reactants, conditions, products, and yield Starting materials: BrC1=C(C=NC=C1)N(C(C1=CC(=CC(=C1)C(F)(F)F)C(F)(F)F)=O)C (N-(4-bromo-pyridin-3-yl)-N-methyl-3,5-bis-trifluoromethyl-benzamide), C(C)(C)OC1=C(C=CC=C1)B(O)O (2-isopropoxyphenylboronic acid), solid. Yields the product C(C)(C)OC1=C(C=CC=C1)C1=C(C=NC=C1)N(C(C1=CC(=CC(=C1)C(F)(F)F)C(F)(F)F)=O)C (N-[4-(2-Isopropoxy-phenyl)-pyridin-3-yl]-N-methyl-3,5-bis-trifluoromethyl-benzamide). RXN SMILES: Br[C:2]1[CH:7]=[CH:6][N:5]=[CH:4][C:3]=1[N:8]([CH3:25])[C:9](=[O:24])[C:10]1[CH:15]=[C:14]([C:16]([F:19])([F:18])[F:17])[CH:13]=[C:12]([C:20]([F:23])([F:22])[F:21])[CH:11]=1.[CH:26]([O:29][C:30]1[CH:35]=[CH:34][CH:33]=[CH:32][C:31]=1B(O)O)([CH3:28])[CH3:27]>>[CH:26]([O:29][C:30]1[CH:35]=[CH:34][CH:33]=[CH:32][C:31]=1[C:2]1[CH:7]=[CH:6][N:5]=[CH:4][C:3]=1[N:8]([CH3:25])[C:9](=[O:24])[C:10]1[CH:15]=[C:14]([C:16]([F:19])([F:18])[F:17])[CH:13]=[C:12]([C:20]([F:23])([F:22])[F:21])[CH:11]=1)([CH3:28])[CH3:27]. Procedure: The title compound was prepared in analogy to example 25, from N-(4-bromo-pyridin-3-yl)-N-methyl-3,5-bis-trifluoromethyl-benzamide (example 25, intermediate a) and 2-isopropoxyphenylboronic acid (CAS RN 138008-97-6). Black solid (25%). MS (ESI): m/z=483.0 [M+H]+. Starting materials: BrCC1Cc2ccccc2O1, O=C([O-])[O-], CC#N, ClC(Cl)Cl, [K+], [K+], NCc1ccccc1. The product is c1ccc(CNCC2Cc3ccccc3O2)cc1. Reaction SMILES: [Br:1][CH2:2][CH:3]1[CH2:4][c:5]2[c:6]([cH:8][cH:9][cH:10][cH:11]2)[O:7]1.[C:20](=[O:21])([O-:22])[O-:23].[CH3:30][C:31]#[N:32].[CH:26]([Cl:27])([Cl:28])[Cl:29].[K+:24].[K+:25].[NH2:12][CH2:13][c:14]1[cH:15][cH:16][cH:17][cH:18][cH:19]1>>[CH2:2]([CH:3]1[CH2:4][c:5]2[c:6]([cH:8][cH:9][cH:10][cH:11]2)[O:7]1)[NH:12][CH2:13][c:14]1[cH:15][cH:16][cH:17][cH:18][cH:19]1.